From a dataset of the Open Reaction Database (ORD), a public repository of structured organic reaction records. describe an organic reaction: reactants, conditions, products, and yield The reactants are C(C1=CC=CC=C1)OC(C(N[C@@H]1C(N[C@H]1CC(C)C)=O)C)=O (N-[trans-4-(2-methylpropyl)- 2-oxo-3-azetidinyl]-D,L-alanine benzyl ester), C(C)(C)(C)OC([C@H]1N(CCC1)C(C(N[C@@H]1C(N[C@H]1CC(C)C)=O)C)=O)=O (N-[trans-4-(2-methylpropyl)-2-oxo-3-azetidinyl]-D,L-alanyl-L-proline-t-butyl ester), acid, C(C)(C)(C)OC([C@H]1NCCC1)=O (L-proline t-butyl ester), C1(=CC=CC=C1)P(=O)(C1=CC=CC=C1)N=[N+]=[N-] (diphenylphosphoryl azide), crude product. The reagents and catalysts are [Pd] (Pd/C). Run in O (water), C(C)O (ethanol), CN(C=O)C (dimethylformamide), CN(C=O)C (dimethylformamide), C(C)N(CC)CC (triethylamine), FC(C(=O)O)(F)F (trifluoroacetic acid). Conditions: time 8 hour. Yields the product NC(C(C(=O)O)NC(C)C(=O)N1[C@H](C(=O)O)CCC1)CC(C)C (N-[2-amino-1-carboxy-4-methylpentyl]-D,L-alanyl-L-proline). RXN SMILES: C([O:8]C(=O)C(C)N[C@H]1[C@H](CC(C)C)NC1=O)C1C=CC=CC=1.C(OC(=O)[C@@H]1CCCN1)(C)(C)C.C1(P(N=[N+]=[N-])(C2C=CC=CC=2)=O)C=CC=CC=1.C([O:56][C:57](=[O:77])[C@@H:58]1[CH2:62][CH2:61][CH2:60][N:59]1[C:63](=[O:76])[CH:64]([CH3:75])[NH:65][C@H:66]1[C@H:69]([CH2:70][CH:71]([CH3:73])[CH3:72])[NH:68][C:67]1=[O:74])(C)(C)C>CN(C)C=O.FC(F)(F)C(O)=O.[Pd].C(N(CC)CC)C.O.C(O)C>[NH2:68][CH:69]([CH2:70][CH:71]([CH3:72])[CH3:73])[CH:66]([NH:65][CH:64]([C:63]([N:59]1[CH2:60][CH2:61][CH2:62][C@H:58]1[C:57]([OH:56])=[O:77])=[O:76])[CH3:75])[C:67]([OH:74])=[O:8]. Procedure details: A solution of 0.731 g. of trans-3-amino-4-(2-methylpropyl)-2-azetidinone (prepared by chlorosulfonyl isocyanate addition to 4-methyl-1-pentene. The obtained β-lactam is protected as the t-butyldimethylsilyl derivative and then treated with lithium diisopropylamide followed by tosyl azide and chlorotrimethylsilane. Acidic work up and silica gel chromatography affords the trans-3-azido-4-(2-methylpropyl)-2-azetidinone which is hydrogenated (10% Pd/C ethanol) to the amino derivative) and 4.58 g. of... Starting materials: C1CCOC1, CC(C)(C)[O-], CC(=O)O, O=S(=O)(CCl)c1ccccc1, O=[N+]([O-])c1ccc(F)cc1, [K+]. Yields the product O=[N+]([O-])c1ccc(F)cc1CS(=O)(=O)c1ccccc1. RXN SMILES: [CH2:32]1[O:33][CH2:34][CH2:35][CH2:36]1.[CH3:22][C:23]([CH3:24])([O-:25])[CH3:26].[CH3:28][C:29](=[O:30])[OH:31].[Cl:1][CH2:2][S:3](=[O:4])(=[O:5])[c:6]1[cH:7][cH:8][cH:9][cH:10][cH:11]1.[F:12][c:13]1[cH:14][cH:15][c:16]([N+:19](=[O:20])[O-:21])[cH:17][cH:18]1.[K+:27]>>[CH2:2]([S:3](=[O:4])(=[O:5])[c:6]1[cH:7][cH:8][cH:9][cH:10][cH:11]1)[c:17]1[c:16]([N+:19](=[O:20])[O-:21])[cH:15][cH:14][c:13]([F:12])[cH:18]1. Run in CC1=CC=CC=C1. Yield: 71.9%. Run at temperature 110 celsius. Reported procedure: (Z)-1-(1-(4-chlorophenyl)prop-1-enyl)-1-(4-methoxyphenyl)-3-methylurea (0.400 g, 1.21 mmol),2-bromo-6-methoxypyridine (0.292 ml, 2.42 mmol),SODIUM TERT- BUTOXIDE (0.349 g, 3.63 mmol),XANTPHOS (0.070 g, 0.12 mmol) and Pd2(dba)3 (0.055 g, 0.06 mmol) were dissolved intoluene (11.80 ml) and sparged under nitrogen for 1 hour. The resulting mixture was then heated to 110 °C for 48 hours or unitil conversion was complete by TLC. NH4Cl (10 mL) was added and the mixture was extracted twice (EtOAc 20 mL).... The product is C/C=C(/C1=CC=C(C=C1)Cl)\N(C2=CC=C(C=C2)OC)C(=O)N(C)C3=NC(=CC=C3)OC. Reagents/catalysts: CC(C)(C)[O-].[Na+], CC1(C2=C(C(=CC=C2)P(C3=CC=CC=C3)C4=CC=CC=C4)OC5=C1C=CC=C5P(C6=CC=CC=C6)C7=CC=CC=C7)C, C1=CC=C(C=C1)/C=C/C(=O)/C=C/C2=CC=CC=C2.C1=CC=C(C=C1)/C=C/C(=O)/C=C/C2=CC=CC=C2.C1=CC=C(C=C1)/C=C/C(=O)/C=C/C2=CC=CC=C2.[Pd].[Pd]. Reactants: C/C=C(/C1=CC=C(C=C1)Cl)\N(C2=CC=C(C=C2)OC)C(=O)NC, COC1=NC(=CC=C1)Br. Starting materials: CC(C)(C)c1nc(C(=O)CCCC#C[Si](C)(C)C)nc(C(C)(C)C)c1O, CN(C)C=O, [F-], [K+], O, O. Yields the product C#CCCCC(=O)c1nc(C(C)(C)C)c(O)c(C(C)(C)C)n1. Reaction SMILES: [CH3:1][C:2]([CH3:3])([CH3:4])[c:5]1[n:6][c:7]([C:16]([CH2:17][CH2:18][CH2:19][C:20]#[C:21][Si:22]([CH3:23])([CH3:24])[CH3:25])=[O:26])[n:8][c:9]([C:12]([CH3:13])([CH3:14])[CH3:15])[c:10]1[OH:11].[CH3:31][N:32]([CH3:33])[CH:34]=[O:35].[F-:29].[K+:30].[OH2:27].[OH2:28]>>[CH3:1][C:2]([CH3:3])([CH3:4])[c:5]1[n:6][c:7]([C:16]([CH2:17][CH2:18][CH2:19][C:20]#[CH:21])=[O:26])[n:8][c:9]([C:12]([CH3:13])([CH3:14])[CH3:15])[c:10]1[OH:11]. The reactants are ClCC(=O)NC1=CC=C(C=C1)/C=C/C(=O)O ((E)-3-(4-Chloroacetylaminophenyl)acrylic acid), [Na+].C(C1=CC=CC=C1)NC(=O)N1[C@@H]2C(N([C@@H]2CC1)S(=O)(=O)[O-])=O ((1S,5R)-2-(Benzylcarbamoyl)-7-oxo-2,6-diazabicyclo[3.2.0]heptane-6-sulphonic acid sodium salt), CN1CCOCC1 (N-methyimorpholine), ClC(=O)OCC(C)C (isobutyl chloroformate). Solvent: O1CCCC1 (tetrahydrofuran), CN(C=O)C (dimethylformamide), ClCCl (dichloromethane). Reaction conditions: temperature -10 celsius, time 30 minute. Yields the product ClCC(=O)NC1=CC=C(C=C1)\C=C\C(N1[C@@H]2C(N[C@@H]2CC1)=O)=O ((1S,5R)-(E)-2-Chloro-N-[4-[3-oxo-3-(7-oxo-2,6-diazabicyclo-[3.2.0]hept-2-yl)propenyl]phenyl]acetamide). RXN SMILES: [Cl:1][CH2:2][C:3]([NH:5][C:6]1[CH:11]=[CH:10][C:9](/[CH:12]=[CH:13]/[C:14]([OH:16])=O)=[CH:8][CH:7]=1)=[O:4].CN1CCOCC1.ClC(OCC(C)C)=O.[Na+].C(NC([N:43]1[CH2:49][CH2:48][C@@H:47]2[C@H:44]1[C:45](=[O:54])[N:46]2S([O-])(=O)=O)=O)C1C=CC=CC=1>O1CCCC1.ClCCl.CN(C)C=O>[Cl:1][CH2:2][C:3]([NH:5][C:6]1[CH:7]=[CH:8][C:9](/[CH:12]=[CH:13]/[C:14](=[O:16])[N:43]2[CH2:49][CH2:48][C@@H:47]3[C@H:44]2[C:45](=[O:54])[NH:46]3)=[CH:10][CH:11]=1)=[O:4] |f:3.4|. Reported procedure: (E)-3-(4-Chloroacetylaminophenyl)acrylic acid (1.44 g, 6.0 mmol) was suspended in 50 ml of tetrahydrofuran, treated with 0.66 ml (6.0 mmol) of N-methyimorpholine and cooled to -10° C. Subsequently, 0.8 ml (6.0 mmol) of isobutyl chloroformate was added dropwise thereto, the mixture was stirred for 30 minutes while cooling and then, at room temperature overnight. The solvent was removed in a vacuum, the residue was taken up in ethyl acetate and extracted twice with water and once with saturated aq... Reactants: C([O-])([O-])=O.[Na+].[Na+] (sodium carbonate), IC1=CN(C2N=CN=C(C21)NC)CCC(=O)OC(C)(C)C (t-butyl 3-(5-iodo-4-(methylamino)-4aH-pyrrolo[2,3-d]pyrimidin-7(7aH)-yl)propanoate), COC(C(OC)O)O (dimethoxy ethyleneglycol), Pd0(PPh3)4, OC=1C=C(C=CC1)B(O)O (3-Hydroxyphenylboronic acid). Reaction conditions: time 8 hour. Yields the product OC=1C=C(C=CC1)C1=CN(C2N=CN=C(C21)NC)CCC(=O)OC(C)(C)C (tert-Butyl 3-(5-(3-hydroxyphenyl)-4-(methylamino)-4aH-pyrrolo[2,3-d]pyrimidin-7(7aH)-yl)propanoate). RXN SMILES: I[C:2]1[CH:10]2[CH:5]([N:6]=[CH:7][N:8]=[C:9]2[NH:11][CH3:12])[N:4]([CH2:13][CH2:14][C:15]([O:17][C:18]([CH3:21])([CH3:20])[CH3:19])=[O:16])[CH:3]=1.COC(O)C(O)OC.[OH:30][C:31]1[CH:32]=[C:33](B(O)O)[CH:34]=[CH:35][CH:36]=1.C(=O)([O-])[O-].[Na+].[Na+]>>[OH:30][C:31]1[CH:36]=[C:35]([C:2]2[CH:10]3[CH:5]([N:6]=[CH:7][N:8]=[C:9]3[NH:11][CH3:12])[N:4]([CH2:13][CH2:14][C:15]([O:17][C:18]([CH3:21])([CH3:20])[CH3:19])=[O:16])[CH:3]=2)[CH:34]=[CH:33][CH:32]=1 |f:3.4.5|. Procedure: t-butyl 3-(5-iodo-4-(methylamino)-4aH-pyrrolo[2,3-d]pyrimidin-7(7aH)-yl)propanoate (123 mmol) from above was placed in a 25 ml round bottom flask, whereupon 3.1 ml dimethoxy ethyleneglycol was added. 3-Hydroxyphenylboronic acid (492 mmol pre-dissolved in 0.66 ml ethanol) was added at once, and was followed by 0.5 ml saturated aqueous sodium carbonate. Pd0(PPh3)4 (14 mg, 12 umol) was added to the reaction, the vessel was purged with argon, and set to stir at 80 C overnight. The reaction was subse... The reactants are ClC1=NC=CC(=N1)N1C(=NC=C1)C1=CC=CC=C1 (2-chloro-4-(2-phenyl-1H-imidazol-1-yl)pyrimidine), NC=1C=NC=CC1 (3-aminopyridine), CC(C)(C)[O-].[Na+] (NaOtBu), 2-biphenyl di-tert-butylphosphine. Reaction SMILES: Cl[C:2]1[N:7]=[C:6]([N:8]2[CH:12]=[CH:11][N:10]=[C:9]2[C:13]2[CH:18]=[CH:17][CH:16]=[CH:15][CH:14]=2)[CH:5]=[CH:4][N:3]=1.[NH2:19][C:20]1[CH:21]=[N:22][CH:23]=[CH:24][CH:25]=1.CC([O-])(C)C.[Na+]>O.CC([O-])=O.CC([O-])=O.[Pd+2]>[C:13]1([C:9]2[N:8]([C:6]3[CH:5]=[CH:4][N:3]=[C:2]([NH:19][C:20]4[CH:21]=[N:22][CH:23]=[CH:24][CH:25]=4)[N:7]=3)[CH:12]=[CH:11][N:10]=2)[CH:18]=[CH:17][CH:16]=[CH:15][CH:14]=1 |f:2.3,5.6.7|. Reported procedure: To a solution of 2-chloro-4-(2-phenyl-1H-imidazol-1-yl)pyrimidine (3-2, 50 mg, 0.2 mmol), 3-aminopyridine (22 mg, 0.23 mmol), NaOtBu (26 mg, 0.27 mmol), 2-biphenyl-di-tert-butylphosphine (5 mg, 0.02 mmol) was added Pd(OAc)2 (2 mg, 0.01 mmol) at room temperature. After 72 hours the mixture was diluted with H2O and extracted with EtOAc (3×). The combined organic layers were dried (MgSO4), filtered, and concentrated. Flash column chromatography (gradient, 3-10% MeOH/CH2Cl2) gave the title compound ... Reagents/catalysts: CC(=O)[O-].CC(=O)[O-].[Pd+2] (Pd(OAc)2). The solvent is O (H2O). The product is C1(=CC=CC=C1)C=1N(C=CN1)C1=NC(=NC=C1)NC=1C=NC=CC1 (4-(2-Phenyl-1H-imidazol-1-yl)-N-pyridin-3-ylpyrimidin-2-amine), Et2O hexanes.